From a dataset of the Open Reaction Database (ORD), a public repository of structured organic reaction records. describe an organic reaction: reactants, conditions, products, and yield The reactants are CC(=O)Nc1cccc(O)c1, CN(C(=O)Cl)c1ccccc1. Product: CC(=O)Nc1cccc(OC(=O)N(C)c2ccccc2)c1. Reaction SMILES: [C:1]([CH3:2])(=[O:3])[NH:4][c:5]1[cH:6][c:7]([OH:11])[cH:8][cH:9][cH:10]1.[CH3:12][N:13]([C:14](=[O:15])[Cl:16])[c:17]1[cH:18][cH:19][cH:20][cH:21][cH:22]1>>[C:1]([CH3:2])(=[O:3])[NH:4][c:5]1[cH:6][c:7]([O:11][C:14]([N:13]([CH3:12])[c:17]2[cH:18][cH:19][cH:20][cH:21][cH:22]2)=[O:15])[cH:8][cH:9][cH:10]1.